Dataset: the Open Reaction Database (ORD), a public repository of structured organic reaction records. Task: describe an organic reaction: reactants, conditions, products, and yield Reactants: CCc1cc2cc(OC)ccc2c(Oc2ccc(C=O)cc2)c1-c1ccccc1, C1CCOC1, [Li]CCCC, CCOC(=O)CP(=O)(OCC)OCC, O. The product is CCOC(=O)C=Cc1ccc(Oc2c(-c3ccccc3)c(CC)cc3cc(OC)ccc23)cc1. RXN SMILES: [CH2:20]([CH3:21])[c:22]1[c:23](-[c:43]2[cH:44][cH:45][cH:46][cH:47][cH:48]2)[c:24]([O:34][c:35]2[cH:36][cH:37][c:38]([CH:39]=[O:40])[cH:41][cH:42]2)[c:25]2[cH:26][cH:27][c:28]([O:32][CH3:33])[cH:29][c:30]2[cH:31]1.[CH2:50]1[O:51][CH2:52][CH2:53][CH2:54]1.[CH3:15][CH2:16][CH2:17][CH2:18][Li:19].[CH3:1][CH2:2][O:3][C:4](=[O:5])[CH2:6][P:7]([O:8][CH2:9][CH3:10])([O:11][CH2:12][CH3:13])=[O:14].[OH2:49]>>[CH3:1][CH2:2][O:3][C:4](=[O:5])[CH:6]=[CH:39][c:38]1[cH:37][cH:36][c:35]([O:34][c:24]2[c:23](-[c:43]3[cH:44][cH:45][cH:46][cH:47][cH:48]3)[c:22]([CH2:20][CH3:21])[cH:31][c:30]3[c:25]2[cH:26][cH:27][c:28]([O:32][CH3:33])[cH:29]3)[cH:42][cH:41]1. The reactants are CC(=O)OCC1OC(n2cnc3c(-n4ccnc4C(C)C)nc(Cl)nc32)C(OC(C)=O)C1OC(C)=O, CC(=O)O. Yields the product CC(C)c1nccn1-c1nc(Cl)nc2nc[nH]c12. As a reaction SMILES: [C:1]([O:2][CH:3]1[CH:4]([O:5][C:6](=[O:7])[CH3:8])[CH:9]([CH2:10][O:11][C:12](=[O:13])[CH3:14])[O:15][CH:16]1[n:19]1[c:20]2[n:21][c:22]([Cl:36])[n:23][c:24](-[n:28]3[c:29]([CH:33]([CH3:34])[CH3:35])[n:30][cH:31][cH:32]3)[c:25]2[n:26][cH:27]1)(=[O:17])[CH3:18].[C:37]([OH:38])(=[O:39])[CH3:40]>>[n:19]1[c:20]2[n:21][c:22]([Cl:36])[n:23][c:24](-[n:28]3[c:29]([CH:33]([CH3:34])[CH3:35])[n:30][cH:31][cH:32]3)[c:25]2[nH:26][cH:27]1. The reactants are O=C([O-])[O-], C1COCCO1, CCC(C)Nc1cc(C(=O)OC)cc(Cl)n1, OB(O)c1ccccc1F, [K+], [K+], c1ccc(P(c2ccccc2)(c2ccccc2)[Pd](P(c2ccccc2)(c2ccccc2)c2ccccc2)(P(c2ccccc2)(c2ccccc2)c2ccccc2)P(c2ccccc2)(c2ccccc2)c2ccccc2)cc1. The product is CCC(C)Nc1cc(C(=O)OC)cc(-c2ccccc2F)n1. Reaction SMILES: [C:27](=[O:28])([O-:29])[O-:30].[CH2:110]1[O:111][CH2:112][CH2:113][O:114][CH2:115]1.[CH3:1][O:2][C:3]([c:4]1[cH:5][c:6]([NH:11][CH:12]([CH3:13])[CH2:14][CH3:15])[n:7][c:8]([Cl:10])[cH:9]1)=[O:16].[F:17][c:18]1[c:19]([B:24]([OH:25])[OH:26])[cH:20][cH:21][cH:22][cH:23]1.[K+:31].[K+:32].[cH:33]1[cH:34][cH:35][c:36]([P:37]([Pd:38]([P:39]([c:40]2[cH:41][cH:42][cH:43][cH:44][cH:45]2)([c:46]2[cH:47][cH:48][cH:49][cH:50][cH:51]2)[c:52]2[cH:53][cH:54][cH:55][cH:56][cH:57]2)([P:58]([c:59]2[cH:60][cH:61][cH:62][cH:63][cH:64]2)([c:65]2[cH:66][cH:67][cH:68][cH:69][cH:70]2)[c:71]2[cH:72][cH:73][cH:74][cH:75][cH:76]2)[P:77]([c:78]2[cH:79][cH:80][cH:81][cH:82][cH:83]2)([c:84]2[cH:85][cH:86][cH:87][cH:88][cH:89]2)[c:90]2[cH:91][cH:92][cH:93][cH:94][cH:95]2)([c:96]2[cH:97][cH:98][cH:99][cH:100][cH:101]2)[c:102]2[cH:103][cH:104][cH:105][cH:106][cH:107]2)[cH:108][cH:109]1>>[CH3:1][O:2][C:3]([c:4]1[cH:5][c:6]([NH:11][CH:12]([CH3:13])[CH2:14][CH3:15])[n:7][c:8](-[c:19]2[c:18]([F:17])[cH:23][cH:22][cH:21][cH:20]2)[cH:9]1)=[O:16]. Procedure details: 222 L of dry dimethylacetamide is charged to a dry 200 gallon glass-lined reactor. The reactor agitator is set to 100–125 rpm. Cooling is applied to the condenser and valve reactor overheads are set for distillation. 41.6 kg of dry anhydrous sodium carbonate is charged to the reactor and the reactor charging port is closed. Caution is used due to some off-gassing and a slight exothermic reaction. 77.5 kg of dry 6-chloro-2H-1,3-benzoxazine-2,4(3H)-dione is charged to the reactor. Quickly, 88 kg o... The reactants are ClC=1C=CC2=C(C(NC(O2)=O)=O)C1 (6-chloro-2H-1,3-benzoxazine-2,4(3H)-dione), C(C)OC(CCCCCCCBr)=O (ethyl-8-bromooctanoate). Run in CC(=O)N(C)C (dimethylacetamide). Reaction conditions: temperature 45 celsius, time 7 hour. RXN SMILES: [Cl:1][C:2]1[CH:3]=[CH:4][C:5]2[O:10][C:9](=O)[NH:8][C:7](=[O:12])[C:6]=2[CH:13]=1.C([O:16][C:17](=[O:26])[CH2:18][CH2:19][CH2:20][CH2:21][CH2:22][CH2:23]CBr)C>CC(N(C)C)=O>[Cl:1][C:2]1[CH:13]=[C:6]([C:7]([NH:8][CH2:9][CH2:23][CH2:22][CH2:21][CH2:20][CH2:19][CH2:18][C:17]([OH:26])=[O:16])=[O:12])[C:5]([OH:10])=[CH:4][CH:3]=1. The product is ClC1=CC=C(C(C(=O)NCCCCCCCC(=O)O)=C1)O (N-(5-chlorosalicyloyl)-8-aminocaprylic acid). Starting materials: NC1=CC=C(C=C1)SC1=C/C(/NC2=CC=CC=C12)=C/1\C(=NNC1=O)CCC ((Z)-4-(4-(4-aminophenylthio)quinolin-2(1H)-ylidene)-3-propyl-1H-pyrazol-5(4H)-one), C1(CCC1)C(=O)Cl (cyclobutanecarbonyl chloride), C26H26N4O2S. The solvent is C1CCOC1 (THF). Yields the product O=C1\C(\C(=NN1)CCC)=C\1/NC2=CC=CC=C2C(=C1)SC1=CC=C(C=C1)NC(=O)C1CCC1 ((Z)—N-(4-(2-(5-oxo-3-propyl-1H-pyrazol-4(5H)-ylidene)-1,2-dihydroquinolin-4-ylthio)phenyl)cyclobutanecarboxamide). RXN SMILES: [NH2:1][C:2]1[CH:7]=[CH:6][C:5]([S:8][C:9]2[C:18]3[C:13](=[CH:14][CH:15]=[CH:16][CH:17]=3)[NH:12]/[C:11](=[C:19]3/[C:20]([CH2:25][CH2:26][CH3:27])=[N:21][NH:22][C:23]/3=[O:24])/[CH:10]=2)=[CH:4][CH:3]=1.[CH:28]1([C:32](Cl)=[O:33])[CH2:31][CH2:30][CH2:29]1>C1COCC1>[O:24]=[C:23]1[NH:22][N:21]=[C:20]([CH2:25][CH2:26][CH3:27])/[C:19]/1=[C:11]1/[NH:12][C:13]2[C:18]([C:9]([S:8][C:5]3[CH:4]=[CH:3][C:2]([NH:1][C:32]([CH:28]4[CH2:31][CH2:30][CH2:29]4)=[O:33])=[CH:7][CH:6]=3)=[CH:10]/1)=[CH:17][CH:16]=[CH:15][CH:14]=2. Reported procedure: The title compound was synthesized using (Z)-4-(4-(4-aminophenylthio)quinolin-2(1H)-ylidene)-3-propyl-1H-pyrazol-5(4H)-one and cyclobutanecarbonyl chloride in THF according to the procedure described in the synthesis of Example 26. 1H NMR (400 MHz, DMSO-d6) δ ppm 0.68 (t, J=7.33 Hz, 3H) 1.30 (qd, J=7.49, 7.33 Hz, 2H) 1.78-1.89 (m, 1H) 1.91-2.03 (m, 1H) 2.12-2.16 (m, 2H) 2.18-2.27 (m, 5H) 6.73 (s, 1H) 7.60-7.70 (m, 3H) 7.83-7.94 (m, 4H) 8.14 (d, J=8.08 Hz, 1H) 10.11 (s, 1H); ESI-MS: m/z calc'd fo... The reactants are CC(C)(C)OC(N)=O, CO, O=CO, O=Cc1cccc(C(F)(F)F)c1, [Na+], O, O=S([O-])c1ccccc1. The product is CC(C)(C)OC(=O)NC(c1cccc(C(F)(F)F)c1)S(=O)(=O)c1ccccc1. Reaction SMILES: [C:1]([NH2:2])([O:3][C:4]([CH3:5])([CH3:6])[CH3:7])=[O:8].[CH3:35][OH:36].[CH:31]([OH:32])=[O:33].[F:19][C:20]([c:21]1[cH:22][c:23]([CH:27]=[O:28])[cH:24][cH:25][cH:26]1)([F:29])[F:30].[Na+:18].[OH2:34].[c:9]1([S:15](=[O:16])[O-:17])[cH:10][cH:11][cH:12][cH:13][cH:14]1>>[C:1]([NH:2][CH:27]([S:15]([c:9]1[cH:10][cH:11][cH:12][cH:13][cH:14]1)(=[O:16])=[O:17])[c:23]1[cH:22][c:21]([C:20]([F:19])([F:29])[F:30])[cH:26][cH:25][cH:24]1)([O:3][C:4]([CH3:5])([CH3:6])[CH3:7])=[O:8]. The reactants are [Al+3], C1CCOC1, CC1(C)C(=O)Nc2ccc(F)cc21, [H-], [H-], [H-], [H-], [Li+], O. Yields the product CC1(C)CNc2ccc(F)cc21. RXN SMILES: [Al+3:2].[CH2:21]1[O:22][CH2:23][CH2:24][CH2:25]1.[F:7][c:8]1[cH:9][c:10]2[c:14]([cH:15][cH:16]1)[NH:13][C:12](=[O:17])[C:11]2([CH3:18])[CH3:19].[H-:1].[H-:4].[H-:5].[H-:6].[Li+:3].[OH2:20]>>[F:7][c:8]1[cH:9][c:10]2[c:14]([cH:15][cH:16]1)[NH:13][CH2:12][C:11]2([CH3:18])[CH3:19]. The reactants are CC(=C)C#C (2-Methylbut-1-en-3-yne), [Li]CCCC (nBuLi), C(C1=CC=CC=C1)=O (benzaldehyde). The product is CC(C#CC(O)C1=CC=CC=C1)=C (4-Methyl-1-phenylpent-4-en-2-yn-1-ol). Yield: 93.9%. Reaction SMILES: [CH3:1][C:2]([C:4]#[CH:5])=[CH2:3].[Li]CCCC.[CH:11](=[O:18])[C:12]1[CH:17]=[CH:16][CH:15]=[CH:14][CH:13]=1>>[CH3:3][C:2](=[CH2:1])[C:4]#[C:5][CH:11]([C:12]1[CH:17]=[CH:16][CH:15]=[CH:14][CH:13]=1)[OH:18]. Reported procedure: 2-Methylbut-1-en-3-yne (3.45 g, 52.19 mmol), nBuLi (36.0 mL, 57.6 mmol) and benzaldehyde (6.642 g, 62.63 mmol) were used according to the general method mentioned above. Purification of the resulting clear yellow-brown crude product yielded the pure product as a clear yellow-brown oil (8.442 g, 49.02 mmol, 93.9%): Rf 0.72 (hexanes/Et2O, 4:1); 1H NMR (300 MHz, CDCl3) δ 7.49-7.69 (m, 2H, H-8), 7.30-7.49 (m, 3H, H-9, 10), 5.58 (d, J=6.2 Hz, 1H, H-1), 5.37 (bs, 1H, H-5), 5.28 (p, J=1.5 Hz, 1H, H-5),... The reactants are Cl (HCl), C(CCCCCCCCCCC)S(=O)(=O)Cl (1-Dodecanesulfonyl chloride), FC=1C=C2C=C(NC2=CC1F)C=1C=CC(=C(C1)N)OC (5-(5,6-Difluoro-1H-indol-2-yl)-2-methoxy-phenylamine), O (water). Run in N1=CC=CC=C1 (pyridine). Yields the product FC=1C=C2C=C(NC2=CC1F)C=1C=CC(=C(C1)NS(=O)(=O)CCCCCCCCCCCC)OC (Dodecane-1-sulfonic acid [5-(5,6-difluoro-1H-indol-2-yl)-methoxy-phenyl]-amide). The yield is 44.9%. As a reaction SMILES: [CH2:1]([S:13](Cl)(=[O:15])=[O:14])[CH2:2][CH2:3][CH2:4][CH2:5][CH2:6][CH2:7][CH2:8][CH2:9][CH2:10][CH2:11][CH3:12].[F:17][C:18]1[CH:19]=[C:20]2[C:24](=[CH:25][C:26]=1[F:27])[NH:23][C:22]([C:28]1[CH:29]=[CH:30][C:31]([O:35][CH3:36])=[C:32]([NH2:34])[CH:33]=1)=[CH:21]2.O.Cl>N1C=CC=CC=1>[F:17][C:18]1[CH:19]=[C:20]2[C:24](=[CH:25][C:26]=1[F:27])[NH:23][C:22]([C:28]1[CH:29]=[CH:30][C:31]([O:35][CH3:36])=[C:32]([NH:34][S:13]([CH2:1][CH2:2][CH2:3][CH2:4][CH2:5][CH2:6][CH2:7][CH2:8][CH2:9][CH2:10][CH2:11][CH3:12])(=[O:15])=[O:14])[CH:33]=1)=[CH:21]2. Procedure: 1-Dodecanesulfonyl chloride (0.3 g, 1.1 mmol) was added to a stirred solution of 5-(5,6-difluoro-1H-indol-2-yl)-2-methoxy-phenyl-amine from Example 3 (0.3 g, 1.11 mmol) in pyridine (3 mL) under an inert atmosphere at room temperature. After approximately 20 hours the mixture was poured into water (30 mL), stirred, and acidified with aqueous HCl. After several hours the precipitate was filtered off, rinsed three times with water, and dried. Recrystallization from ethanol afforded the product (0.2...